This data is from the Open Reaction Database (ORD), a public repository of structured organic reaction records. The task is: describe an organic reaction: reactants, conditions, products, and yield Reactants: NCC1CC1, Cl, [I-], [K+], [K+], O=[N+]([O-])c1ccc2c(c1)C(c1ccccc1Cl)=NCc1nnc(CCl)n1-2, C1CCOC1, [OH-]. Product: O=[N+]([O-])c1ccc2c(c1)C(c1ccccc1Cl)=NCc1nnc(CNCC3CC3)n1-2. As a reaction SMILES: [CH:4]1([CH2:7][NH2:8])[CH2:5][CH2:6]1.[ClH:3].[I-:36].[K+:2].[K+:35].[N+:9](=[O:10])([O-:11])[c:12]1[cH:13][cH:14][c:15]2[c:16]([cH:34]1)[C:17]([c:27]1[c:28]([Cl:33])[cH:29][cH:30][cH:31][cH:32]1)=[N:18][CH2:19][c:20]1[n:21]-2[c:22]([CH2:25][Cl:26])[n:23][n:24]1.[O:37]1[CH2:38][CH2:39][CH2:40][CH2:41]1.[OH-:1]>>[CH:4]1([CH2:7][NH:8][CH2:25][c:22]2[n:21]3[c:20]([n:24][n:23]2)[CH2:19][N:18]=[C:17]([c:27]2[c:28]([Cl:33])[cH:29][cH:30][cH:31][cH:32]2)[c:16]2[c:15]-3[cH:14][cH:13][c:12]([N+:9](=[O:10])[O-:11])[cH:34]2)[CH2:5][CH2:6]1. Reaction SMILES: [CH2:1]([O:2][C:3](=[O:4])[O:6][c:7]1[c:8]([O:23][CH3:24])[cH:9][c:10]([CH:11]=[CH:12][C:13](=[O:14])[O:15][CH2:16][CH:17]=[C:18]([CH3:19])[CH3:20])[cH:21][cH:22]1)[CH3:5].[CH3:33][OH:34].[ClH:32].[Na+:26].[Na+:27].[O-:28][C:29](=[O:30])[O-:31].[OH2:25]>>[OH:6][c:7]1[c:8]([O:23][CH3:24])[cH:9][c:10]([CH:11]=[CH:12][C:13](=[O:14])[O:15][CH2:16][CH:17]=[C:18]([CH3:19])[CH3:20])[cH:21][cH:22]1. The reactants are CCOC(=O)Oc1ccc(C=CC(=O)OCC=C(C)C)cc1OC, CO, Cl, [Na+], [Na+], O=C([O-])[O-], O. The product is COc1cc(C=CC(=O)OCC=C(C)C)ccc1O. The reactants are C(C)(C)(C)OC(=O)NC(C(=O)OCC)(CC(=O)OCC)C(=O)OCC (diethyl 2-t-butyloxycarbonylamino-2-ethoxycarbonylsuccinate). Solvent: P(=O)([O-])([O-])[O-] (phosphate), C(C)#N (acetonitrile). Reaction conditions: temperature 30 celsius, time 4 hour. Product: C(C)(C)(C)OC(=O)N[C@](CC(=O)OCC)(C(=O)O)C(=O)OCC ((R)-1-ethyl hydrogen 3-t-butyloxycarbonylamino-3-ethoxycarbonylsuccinate). Yield: 108.4%. Reaction SMILES: [C:1]([O:5][C:6]([NH:8][C:9]([C:21]([O:23]CC)=[O:22])([CH2:15][C:16]([O:18][CH2:19][CH3:20])=[O:17])[C:10]([O:12][CH2:13][CH3:14])=[O:11])=[O:7])([CH3:4])([CH3:3])[CH3:2]>P([O-])([O-])([O-])=O.C(#N)C>[C:1]([O:5][C:6]([NH:8][C@@:9]([C:10]([O:12][CH2:13][CH3:14])=[O:11])([C:21]([OH:23])=[O:22])[CH2:15][C:16]([O:18][CH2:19][CH3:20])=[O:17])=[O:7])([CH3:4])([CH3:2])[CH3:3]. Reported procedure: 1.0 g of pig liver esterase produced by Sigma [PLE (27 kU/g), lyophilized product, product number: E3019] was dissolved in a 0.1 mol/L phosphate buffer adjusted to pH 7.5 (90 mL), and the solution was added with a solution of diethyl 2-t-butyloxycarbonylamino-2-ethoxycarbonylsuccinate (1.0 g) dissolved in acetonitrile (10 mL). The mixture was stirred at 30° C. for 4 hours to allow the reaction. After completion of the reaction, the reaction mixture was filtered by using a filtration aid (KC Floc... The reactants are CCOC(=O)CP(=O)(OCC)OCC, CC(=O)c1cccc(-c2ccc(C(C)=CCO)cc2)c1. The product is CCOC(=O)C=C(C)c1cccc(-c2ccc(C(C)=CCO)cc2)c1. Reaction SMILES: [CH3:21][CH2:22][O:23][C:24](=[O:25])[CH2:26][P:27]([O:28][CH2:29][CH3:30])([O:31][CH2:32][CH3:33])=[O:34].[OH:1][CH2:2][CH:3]=[C:4]([CH3:5])[c:6]1[cH:7][cH:8][c:9](-[c:12]2[cH:13][c:14]([C:18]([CH3:19])=[O:20])[cH:15][cH:16][cH:17]2)[cH:10][cH:11]1>>[OH:1][CH2:2][CH:3]=[C:4]([CH3:5])[c:6]1[cH:7][cH:8][c:9](-[c:12]2[cH:13][c:14]([C:18]([CH3:19])=[CH:26][C:24]([O:23][CH2:22][CH3:21])=[O:25])[cH:15][cH:16][cH:17]2)[cH:10][cH:11]1.